Dataset: the Open Reaction Database (ORD), a public repository of structured organic reaction records. Task: describe an organic reaction: reactants, conditions, products, and yield Starting materials: BrC=1C=C(C=C2C3=C(NC12)C(OCC3)(CC)CCO)C(C)C (2-(8-bromo-1-ethyl-6-isopropyl-1,3,4,9-tetrahydro-pyrano[3,4-b]indol-1-yl)-ethanol), CC=1C=C(C=C(C1)C)B(O)O (3,5-dimethylphenylboronic acid). The product is C(C)C1(OCCC2=C1NC1=C(C=C(C=C21)C(C)C)C2=CC=CC=C2)CCO (2-(1-Ethyl-6-isopropyl-8-phenyl-1,3,4,9-tetrahydro-pyrano[3,4-b]indol-1-yl)-ethanol). RXN SMILES: Br[C:2]1[CH:3]=[C:4]([CH:20]([CH3:22])[CH3:21])[CH:5]=[C:6]2[C:10]=1[NH:9][C:8]1[C:11]([CH2:17][CH2:18][OH:19])([CH2:15][CH3:16])[O:12][CH2:13][CH2:14][C:7]2=1.C[C:24]1[CH:25]=[C:26](B(O)O)[CH:27]=[C:28](C)[CH:29]=1>>[CH2:15]([C:11]1([CH2:17][CH2:18][OH:19])[C:8]2[NH:9][C:10]3[C:6]([C:7]=2[CH2:14][CH2:13][O:12]1)=[CH:5][C:4]([CH:20]([CH3:22])[CH3:21])=[CH:3][C:2]=3[C:24]1[CH:25]=[CH:26][CH:27]=[CH:28][CH:29]=1)[CH3:16]. Procedure details: The title compound is prepared in a manner analogous to Example 1, except using 2-(8-bromo-1-ethyl-6-isopropyl-1,3,4,9-tetrahydro-pyrano[3,4-b]indol-1-yl)-ethanol and 3,5-dimethylphenylboronic acid in step 1.F. Starting materials: C(CCCCCCCCCCCCCCC)OC1=CC=C(OCC(=O)NCC2=NC=CC=C2)C=C1 (2-[4-(Hexadecyloxy)phenoxy]-N-(2-pyridinylmethyl)acetamide), C(C)I (ethyl iodide). Run at temperature 115 celsius. The product is [I-].C(C)[N+]1=C(C=CC=C1)CNC(COC1=CC=C(C=C1)OCCCCCCCCCCCCCCCC)=O (1-Ethyl-2-[[[[4-(hexadecyloxy)phenoxy]acetyl]amino]methyl]pyridinium iodide). Isolated yield 80.1%. As a reaction SMILES: [CH2:1]([O:17][C:18]1[CH:35]=[CH:34][C:21]([O:22][CH2:23][C:24]([NH:26][CH2:27][C:28]2[CH:33]=[CH:32][CH:31]=[CH:30][N:29]=2)=[O:25])=[CH:20][CH:19]=1)[CH2:2][CH2:3][CH2:4][CH2:5][CH2:6][CH2:7][CH2:8][CH2:9][CH2:10][CH2:11][CH2:12][CH2:13][CH2:14][CH2:15][CH3:16].[CH2:36]([I:38])[CH3:37]>>[I-:38].[CH2:36]([N+:29]1[CH:30]=[CH:31][CH:32]=[CH:33][C:28]=1[CH2:27][NH:26][C:24](=[O:25])[CH2:23][O:22][C:21]1[CH:20]=[CH:19][C:18]([O:17][CH2:1][CH2:2][CH2:3][CH2:4][CH2:5][CH2:6][CH2:7][CH2:8][CH2:9][CH2:10][CH2:11][CH2:12][CH2:13][CH2:14][CH2:15][CH3:16])=[CH:35][CH:34]=1)[CH3:37] |f:2.3|. Procedure details: The title compound is prepared by the procedure of Example 8, using 0.50 g of product from Example 88, 8.1 g of ethyl iodide and heating the mixture at 115° C. for 22 hours. The residue is recrystallized from methyl alcohol to give 0.53 g of the desired product as light yellow prisms.